From a dataset of the Open Reaction Database (ORD), a public repository of structured organic reaction records. describe an organic reaction: reactants, conditions, products, and yield Starting materials: C1(=CC=C(C=C1)CCCCNCC)C1=CC=CC=C1 (4-(4-biphenylyl)-N-ethyl-butylamine), Cl (hydrochloric acid). Product: Cl.C1(=CC=C(C=C1)CCCCNCC)C1=CC=CC=C1 (4-(4-biphenylyl)-N-ethyl-butylamine hydrochloride). As a reaction SMILES: [C:1]1([C:14]2[CH:19]=[CH:18][CH:17]=[CH:16][CH:15]=2)[CH:6]=[CH:5][C:4]([CH2:7][CH2:8][CH2:9][CH2:10][NH:11][CH2:12][CH3:13])=[CH:3][CH:2]=1.[ClH:20]>>[ClH:20].[C:1]1([C:14]2[CH:15]=[CH:16][CH:17]=[CH:18][CH:19]=2)[CH:2]=[CH:3][C:4]([CH2:7][CH2:8][CH2:9][CH2:10][NH:11][CH2:12][CH3:13])=[CH:5][CH:6]=1 |f:2.3|. Procedure details: 4-(4-biphenylyl)-N-ethyl-butylamine hydrochloride was prepared by reacting the product obtained by Example V with hydrochloric acid. Starting materials: CC1(OB(OC1(C)C)C=1C=CC2=C(N=C(O2)C2CCN(CC2)C(=O)OC(C)(C)C)C1)C (tert-butyl 4-(5-(4,4,5,5-tetramethyl-1,3,2-dioxaborolan-2-yl)benzo[d]oxazol-2-yl)piperidine-1-carboxylate), BrC1=CC(=C(C=C1)OC(C)C)F (4-bromo-2-fluoro-1-isopropoxybenzene). The product is FC=1C=C(C=CC1OC(C)C)C=1C=CC2=C(N=C(O2)C2CCN(CC2)C(=O)OC(C)(C)C)C1 (Tert-butyl 4-[5-(3-fluoro-4-isopropoxyphenyl)benzo[d]oxazol-2-yl]piperidine-1-carboxylate). Isolated yield 15.7%. As a reaction SMILES: CC1(C)C(C)(C)OB([C:9]2[CH:10]=[CH:11][C:12]3[O:16][C:15]([CH:17]4[CH2:22][CH2:21][N:20]([C:23]([O:25][C:26]([CH3:29])([CH3:28])[CH3:27])=[O:24])[CH2:19][CH2:18]4)=[N:14][C:13]=3[CH:30]=2)O1.Br[C:33]1[CH:38]=[CH:37][C:36]([O:39][CH:40]([CH3:42])[CH3:41])=[C:35]([F:43])[CH:34]=1>>[F:43][C:35]1[CH:34]=[C:33]([C:9]2[CH:10]=[CH:11][C:12]3[O:16][C:15]([CH:17]4[CH2:22][CH2:21][N:20]([C:23]([O:25][C:26]([CH3:27])([CH3:29])[CH3:28])=[O:24])[CH2:19][CH2:18]4)=[N:14][C:13]=3[CH:30]=2)[CH:38]=[CH:37][C:36]=1[O:39][CH:40]([CH3:42])[CH3:41]. Procedure: Following the General Procedure-3, the titled compound (25 mg) was prepared from Intermediate 8 (150 mg, 0.35 mmol) and 4-bromo-2-fluoro-1-isopropoxybenzene (81 mg, 0.35 mmol) as a white solid. M.P.: 124-128° C. 1H-NMR (δ ppm, CDCl3, 400 MHz): 7.81 (d, J 1.4, 1H), 7.53-7.45 (m, 2H), 7.35-7.27 (m, 2H), 7.05 (t, J 8.6, 1H), 4.58 (septet, J 6.1, 1H), 4.15 (d, J 10.4, 2H), 3.20-3.10 (m, 1H), 2.99 (t, J 11.7, 2H), 2.15 (dd, J 2.8, 13.4, 2H), 1.97-1.86 (m, 2H), 1.56 (s, 9H), 1.39 (d, J 6.1, 6H). Starting materials: BrC1=CC(=NC2=C(C3=C(C=C12)C(C=C(O3)C(=O)O)=O)CCC)C(=O)O (6-Bromo-4-oxo-10-propyl-4H-pyrano[3,2-g ]quinoline-2,8-dicarboxylic acid), C([O-])(O)=O.[Na+] (sodium bicarbonate). Solvent: O (water). The product is BrC1=CC(=NC2=C(C3=C(C=C12)C(C=C(O3)C(=O)[O-])=O)CCC)C(=O)[O-].[Na+].[Na+] (Disodium 6-Bromo-4-oxo-10-propyl-4H-pyrano[3,2-g]quinoline-2,8-dicarboxylate). Yield: 94.9%. Reaction SMILES: [Br:1][C:2]1[C:11]2[C:6](=[C:7]([CH2:20][CH2:21][CH3:22])[C:8]3[O:15][C:14]([C:16]([OH:18])=[O:17])=[CH:13][C:12](=[O:19])[C:9]=3[CH:10]=2)[N:5]=[C:4]([C:23]([OH:25])=[O:24])[CH:3]=1.C(=O)(O)[O-].[Na+:30]>O>[Br:1][C:2]1[C:11]2[C:6](=[C:7]([CH2:20][CH2:21][CH3:22])[C:8]3[O:15][C:14]([C:16]([O-:18])=[O:17])=[CH:13][C:12](=[O:19])[C:9]=3[CH:10]=2)[N:5]=[C:4]([C:23]([O-:25])=[O:24])[CH:3]=1.[Na+:30].[Na+:30] |f:1.2,4.5.6|. Procedure: The product of step (c), (2.166 g, 5.22 mmole), was added slowly to a solution of sodium bicarbonate, (0.876 g, 10.44 mmole), in water (35 ml). The resulting solution was filtered and the filtrate was freeze-dried to give the required salt as a brown solid, (2.23 g) 93%. The NMR spectrum was consistent with the required structure. RXN SMILES: [C:1]([NH:4][C@H:5]([C@H:8]([C@@H:10]([C@@H:12]([CH2:14][OH:15])[OH:13])[OH:11])[OH:9])C=O)(=[O:3])[CH3:2].[C:16](Cl)(=[O:18])[CH3:17].[CH:20]([Cl:23])(Cl)Cl>O>[C:1]([NH:4][C@@H:5]1[C@@H:8]([O:9][C:16](=[O:18])[CH3:17])[C@H:10]([O:11][C:1](=[O:3])[CH3:2])[C@@H:12]([CH2:14][O:15][C:8](=[O:9])[CH3:5])[O:13][C@@H:20]1[Cl:23])(=[O:3])[CH3:2]. Starting materials: ice, C(Cl)(Cl)Cl (Chloroform), C(C)(=O)N[C@@H](C=O)[C@@H](O)[C@H](O)[C@H](O)CO (2-Acetamido-2-deoxy-D-glucose), C(C)(=O)Cl (acetyl chloride). Reaction conditions: time 16 hour. Procedure: 2-Acetamido-3,4,6-tri-O-acetyl-2-deoxy-α-D-glucopyranosyl chloride was prepared as follows. 2-Acetamido-2-deoxy-D-glucose (50 g, 0.226 mol) was added to chilled acetyl chloride (125 ml). The mixture was then stirred at room temperature for 16 hr. Chloroform (300 ml) was added to the reaction mixture through the condenser and the resulting homogeneous solution was added to a vigorously stirred solution of 400 grams of ice and 100 ml of water. The organic layer was separated, washed with saturated... Solvent: O (water). Product: C(C)(=O)N[C@H]1[C@H](O[C@@H]([C@H]([C@@H]1OC(C)=O)OC(C)=O)COC(C)=O)Cl (2-Acetamido-3,4,6-tri-O-acetyl-2-deoxy-α-D-glucopyranosyl chloride), product. Reactants: C(=O)(O)[O-].[Na+] (NaHCO3), CC=1N(C2=CC=CC=C2C1)CC1=CC=C(C(=O)OC)C=C1 (Methyl 4-((2-methyl-1H-indol-1-yl)methyl)benzoate), C[N+](=C)C.[Cl-] (dimethylformiminium chloride). Run in C(Cl)Cl (DCM), CN(C)C=O (DMF), C(Cl)Cl (DCM). The product is CN(C)CC1=C(N(C2=CC=CC=C12)CC1=CC=C(C(=O)OC)C=C1)C (Methyl 4-((3-((dimethylamino)methyl)-2-methyl-1H-indol-1-yl)methyl)benzoate). Reaction SMILES: [CH3:1][C:2]1[N:3]([CH2:11][C:12]2[CH:21]=[CH:20][C:15]([C:16]([O:18][CH3:19])=[O:17])=[CH:14][CH:13]=2)[C:4]2[C:9]([CH:10]=1)=[CH:8][CH:7]=[CH:6][CH:5]=2.[CH3:22][N+:23]([CH3:25])=[CH2:24].[Cl-].C([O-])(O)=O.[Na+]>C(Cl)Cl.CN(C=O)C>[CH3:22][N:23]([CH2:25][C:10]1[C:9]2[C:4](=[CH:5][CH:6]=[CH:7][CH:8]=2)[N:3]([CH2:11][C:12]2[CH:21]=[CH:20][C:15]([C:16]([O:18][CH3:19])=[O:17])=[CH:14][CH:13]=2)[C:2]=1[CH3:1])[CH3:24] |f:1.2,3.4|. Procedure: Methyl 4-((2-methyl-1H-indol-1-yl)methyl)benzoate 3 (0.500 g, 1.90 mmol) and dimethylformiminium chloride (0.200 g, 2.15 mmol) were heated to reflux in a solution of DCM (5 mL) and DMF (2 mL) for 20 h. The reaction was then cooled to RT and DCM (50 mL) was added along with sat. NaHCO3 (20 mL). The organic fraction was isolated and the aqueous solution was further extracted with DCM (2×20 mL). The combined organic fractions were washed with H2O (20 mL), brine (20 mL), dried with Na2SO4 and concen... The reactants are C, COCc1cc(OC)c(-c2csc3c(N=O)c(OC)nn23)c(OC)c1, CCOC(C)=O, [Pd]. The product is COCc1cc(OC)c(-c2csc3c(N)c(OC)nn23)c(OC)c1. As a reaction SMILES: [C:26].[CH3:1][O:2][c:3]1[c:4](-[c:14]2[n:15]3[c:16]([s:17][cH:18]2)[c:19]([N:24]=[O:25])[c:20]([O:22][CH3:23])[n:21]3)[c:5]([O:12][CH3:13])[cH:6][c:7]([CH2:9][O:10][CH3:11])[cH:8]1.[CH3:28][CH2:29][O:30][C:31](=[O:32])[CH3:33].[Pd:27]>>[CH3:1][O:2][c:3]1[c:4](-[c:14]2[n:15]3[c:16]([s:17][cH:18]2)[c:19]([NH2:24])[c:20]([O:22][CH3:23])[n:21]3)[c:5]([O:12][CH3:13])[cH:6][c:7]([CH2:9][O:10][CH3:11])[cH:8]1.